describe an organic reaction: reactants, conditions, products, and yield From a dataset of the Open Reaction Database (ORD), a public repository of structured organic reaction records. Starting materials: [BH4-], CC=C1CN(C(=O)OC(C)(C)C)CCC1=O, CO, [Na+]. Yields the product CC=C1CN(C(=O)OC(C)(C)C)CCC1O. RXN SMILES: [BH4-:17].[C:1]([CH3:2])([CH3:3])([CH3:4])[O:5][C:6](=[O:7])[N:8]1[CH2:9][C:10](=[CH:15][CH3:16])[C:11](=[O:14])[CH2:12][CH2:13]1.[CH3:19][OH:20].[Na+:18]>>[C:1]([CH3:2])([CH3:3])([CH3:4])[O:5][C:6](=[O:7])[N:8]1[CH2:9][C:10](=[CH:15][CH3:16])[CH:11]([OH:14])[CH2:12][CH2:13]1. The reactants are CC1=CC=C(CSCC(=O)OCC)C=C1 (ethyl (4-methylbenzylthio)acetate), CC[O-].[Na+] (sodium ethylate), SCC(=O)OCC (ethyl 2-mercaptoacetate), ClCC1=CC=C(C=C1)C(F)(F)F (1-chloromethyl-4-trifluoromethylbenzene), ethanolic solution. Run in C(C)O (ethanol). The product is FC(C1=CC=C(CSCC(=O)OCC)C=C1)(F)F (Ethyl (4-trifluoromethylbenzylthio)acetate). RXN SMILES: CC1C=CC(C[S:7][CH2:8][C:9]([O:11][CH2:12][CH3:13])=[O:10])=CC=1.Cl[CH2:17][C:18]1[CH:23]=[CH:22][C:21]([C:24]([F:27])([F:26])[F:25])=[CH:20][CH:19]=1.CC[O-].[Na+].SCC(OCC)=O>C(O)C>[F:25][C:24]([F:27])([F:26])[C:21]1[CH:22]=[CH:23][C:18]([CH2:17][S:7][CH2:8][C:9]([O:11][CH2:12][CH3:13])=[O:10])=[CH:19][CH:20]=1 |f:2.3|. Procedure details: The procedure is as in Example 29 for the preparation of ethyl (4-methylbenzylthio)acetate, starting with 1-chloromethyl-4-trifluoromethylbenzene (9.8 g), a 2M ethanolic solution of sodium ethylate (25 cc) and ethyl 2-mercaptoacetate (6.1 g) in ethanol (120 cc). Ethyl (4-trifluoromethylbenzylthio)acetate (12.2 g) is thereby obtained, and is used in the crude state in the subsequent syntheses. Starting materials: C1(=CC=CC=C1)N1C(=C(C2=CC=CC=C12)C=O)Cl (1-Phenyl-2-chloroindole-3-carbaldehyde), C(=O)([O-])[O-].[K+].[K+] (K2CO3), SCC(=O)OC (methyl 2-mercaptoacetate). The product is C1(=CC=CC=C1)N1C2=C(C3=CC=CC=C13)C=C(S2)C(=O)OC (Methyl 8-phenylthieno[2,3-b]indole-2-carboxylate). The yield is 79.6%. RXN SMILES: [C:1]1([N:7]2[C:15]3[C:10](=[CH:11][CH:12]=[CH:13][CH:14]=3)[C:9]([CH:16]=O)=[C:8]2Cl)[CH:6]=[CH:5][CH:4]=[CH:3][CH:2]=1.C([O-])([O-])=O.[K+].[K+].[SH:25][CH2:26][C:27]([O:29][CH3:30])=[O:28]>>[C:1]1([N:7]2[C:15]3[C:10](=[CH:11][CH:12]=[CH:13][CH:14]=3)[C:9]3[CH:16]=[C:26]([C:27]([O:29][CH3:30])=[O:28])[S:25][C:8]2=3)[CH:2]=[CH:3][CH:4]=[CH:5][CH:6]=1 |f:1.2.3|. Procedure: Prepared from 1-Phenyl-2-chloroindole-3-carbaldehyde (0.90 g), K2CO3 (1.38 g) and methyl 2-mercaptoacetate (0.55 ml) yielding (51) 0.86 g (79.6%). M.p. 147°-149° C.